The task is: describe an organic reaction: reactants, conditions, products, and yield. This data is from the Open Reaction Database (ORD), a public repository of structured organic reaction records. Starting materials: C[O-], CO, CCCCCC, COc1ccc(-c2nc3cc(F)ccn3c2-c2ccnc(Cl)n2)cc1C(=O)Nc1c(F)cccc1F, ClCCl, Cl, COc1cc(N2CCC(N3CCCCC3)CC2)ccc1N, [Na+], C1COCCO1, OCC(F)(F)F. Yields the product COc1cc(N2CCC(N3CCCCC3)CC2)ccc1Nc1nccc(-c2c(-c3ccc(OC)c(C(=O)Nc4c(F)cccc4F)c3)nc3cc(F)ccn23)n1. As a reaction SMILES: [CH3:65][O-:66].[CH3:74][OH:75].[CH3:79][CH2:80][CH2:81][CH2:82][CH2:83][CH3:84].[Cl:1][c:2]1[n:3][cH:4][cH:5][c:6](-[c:8]2[c:9](-[c:18]3[cH:19][cH:20][c:21]([O:35][CH3:36])[c:22]([C:23](=[O:24])[NH:25][c:26]4[c:27]([F:33])[cH:28][cH:29][cH:30][c:31]4[F:32])[cH:34]3)[n:10][c:11]3[n:12]2[cH:13][cH:14][c:15]([F:17])[cH:16]3)[n:7]1.[Cl:76][CH2:77][Cl:78].[ClH:58].[N:37]1([CH:43]2[CH2:44][CH2:45][N:46]([c:49]3[cH:50][c:51]([O:56][CH3:57])[c:52]([NH2:53])[cH:54][cH:55]3)[CH2:47][CH2:48]2)[CH2:38][CH2:39][CH2:40][CH2:41][CH2:42]1.[Na+:67].[O:59]1[CH2:60][CH2:61][O:62][CH2:63][CH2:64]1.[OH:68][CH2:69][C:70]([F:71])([F:72])[F:73]>>[c:2]1([NH:53][c:52]2[c:51]([O:56][CH3:57])[cH:50][c:49]([N:46]3[CH2:45][CH2:44][CH:43]([N:37]4[CH2:38][CH2:39][CH2:40][CH2:41][CH2:42]4)[CH2:48][CH2:47]3)[cH:55][cH:54]2)[n:3][cH:4][cH:5][c:6](-[c:8]2[c:9](-[c:18]3[cH:19][cH:20][c:21]([O:35][CH3:36])[c:22]([C:23](=[O:24])[NH:25][c:26]4[c:27]([F:33])[cH:28][cH:29][cH:30][c:31]4[F:32])[cH:34]3)[n:10][c:11]3[n:12]2[cH:13][cH:14][c:15]([F:17])[cH:16]3)[n:7]1.